This data is from the Open Reaction Database (ORD), a public repository of structured organic reaction records. The task is: describe an organic reaction: reactants, conditions, products, and yield Starting materials: C(C)OC(=O)C1=C(N=C(O1)C1=CC=C(C=C1)C(F)(F)F)C (4-methyl-2-(4-trifluoromethyl-phenyl)-oxazole-5-carboxylic acid ethyl ester), ClC(C(=O)[O-])C(=O)C (2-chloroacetoacetate), ClCC1=C(N=C(O1)CCC1=CC=C(C=C1)C(F)(F)F)C (5-chloromethyl-4-methyl-2-[2-(4-trifluoromethyl-phenyl)-ethyl]-oxazole), FC(C1=CC=C(C(=O)N)C=C1)(F)F (4-trifluoromethyl-benzamide), BrN1C(CCC1=O)=O (N-bromosuccinimide), N(=NC(C#N)(C)C)C(C#N)(C)C (2,2′-azobis(2-methylpropionitrile)). Solvent: ClC(Cl)(Cl)Cl (tetrachloro-methane). Product: C(C)OC(=O)C1=C(N=C(O1)C1=CC=C(C=C1)C(F)(F)F)CBr (4-bromomethyl-2-(4-trifluoromethyl-phenyl)-oxazole-5-carboxylic acid ethyl ester). Isolated yield 68.1%. RXN SMILES: [CH2:1]([O:3][C:4]([C:6]1[O:10][C:9]([C:11]2[CH:16]=[CH:15][C:14]([C:17]([F:20])([F:19])[F:18])=[CH:13][CH:12]=2)=[N:8][C:7]=1[CH3:21])=[O:5])[CH3:2].ClCC1OC(CCC2C=CC(C(F)(F)F)=CC=2)=NC=1C.FC(F)(F)C1C=CC(C(N)=O)=CC=1.ClC(C(C)=O)C([O-])=O.[Br:63]N1C(=O)CCC1=O.N(C(C)(C)C#N)=NC(C)(C)C#N>ClC(Cl)(Cl)Cl>[CH2:1]([O:3][C:4]([C:6]1[O:10][C:9]([C:11]2[CH:16]=[CH:15][C:14]([C:17]([F:19])([F:20])[F:18])=[CH:13][CH:12]=2)=[N:8][C:7]=1[CH2:21][Br:63])=[O:5])[CH3:2]. Reported procedure: To a refluxing mixture of 21.5 g 4-methyl-2-(4-trifluoromethyl-phenyl)-oxazole-5-carboxylic acid ethyl ester (synthesized according to the method described for 5-chloromethyl-4-methyl-2-[2-(4-trifluoromethyl-phenyl)-ethyl]-oxazole from 4-trifluoromethyl-benzamide and 2-chloroacetoacetate) in 180 ml tetrachloro-methane were added portionwise a mixture of 15.4 g N-bromosuccinimide and 4.73 g 2,2′-azobis(2-methylpropionitrile). The reaction mixture was heated under reflux for five hours. The cooled...